From a dataset of the Open Reaction Database (ORD), a public repository of structured organic reaction records. describe an organic reaction: reactants, conditions, products, and yield Starting materials: CC(C(=O)NOC1OCCCC1)(CCC1=CC=C(C=C1)SC1=CC=CC=C1)S(=O)(=O)C (2-methyl-2-(methylsulfonyl)-4-[4-(phenylthio)phenyl]-N-(tetrahydro-2H-pyran-2-yloxy)butanamide), Cl (HCl), CO (Methanol). Run in C(Cl)Cl (methylene chloride). Conditions: time 5 minute. Yields the product ONC(C(CCC1=CC=C(C=C1)SC1=CC=CC=C1)(S(=O)(=O)C)C)=O (N-hydroxy-2-methyl-2-(methylsulfonyl)-4-[4-(phenylthio)phenyl]butanamide). RXN SMILES: [CH3:1][C:2]([S:28]([CH3:31])(=[O:30])=[O:29])([CH2:13][CH2:14][C:15]1[CH:20]=[CH:19][C:18]([S:21][C:22]2[CH:27]=[CH:26][CH:25]=[CH:24][CH:23]=2)=[CH:17][CH:16]=1)[C:3]([NH:5][O:6]C1CCCCO1)=[O:4].Cl.CO>C(Cl)Cl>[OH:6][NH:5][C:3](=[O:4])[C:2]([CH3:1])([S:28]([CH3:31])(=[O:30])=[O:29])[CH2:13][CH2:14][C:15]1[CH:16]=[CH:17][C:18]([S:21][C:22]2[CH:27]=[CH:26][CH:25]=[CH:24][CH:23]=2)=[CH:19][CH:20]=1. Reported procedure: To a solution of 2-methyl-2-(methylsulfonyl)-4-[4-(phenylthio)phenyl]-N-(tetrahydro-2H-pyran-2-yloxy)butanamide (268.4 mg, 0.579 mmol) in methylene chloride (3 mL) at ambient temperature was added HCl (4M in 1,4-dioxane, 4.34 mL, 17.4 mmol) and the resulting solution was stirred at RT for 5 minutes. Methanol (500 uL) was added followed by silica gel and the mixture was concentrated to dryness. The crude material was purified via silica gel chromatography eluting with methylene chloride/methanol ... Reactants: OP(=O)(O)O.OP(=O)(O)O.[Ca+2] (superphosphate), P(O)(O)(O)=O (phosphoric acid), [P] (phosphorus), P(O)(O)(O)=O (phosphoric acid), P(=O)([O-])([O-])[O-] (phosphate). Yields the product O=P12OP3(=O)OP(=O)(O1)OP(=O)(O2)O3 (P2O5). RXN SMILES: [OH:1][P:2]([OH:5])([OH:4])=[O:3].O[P:7]([OH:10])([OH:9])=[O:8].[Ca+2].[P:12](=[O:16])(O)([OH:14])O.[P:17]([O-])([O-])([O-])=[O:18].[P]>>[O:3]=[P:2]12[O:5][P:7]3([O:10][P:12]([O:14][P:17]([O:9]3)([O:4]1)=[O:18])(=[O:16])[O:1]2)=[O:8] |f:0.1.2|. Reported procedure: Concentrated superphosphate is manufactured by reacting thermal phosphoric acid with finely ground phosphate ore. The thermal phosphoric acid is made by burning elemental phosphorus to obtain P2O5 and combining P2O5 with water to make phosphoric acid. A porous monolithic mass is formed which is reduced to small sized particles for storage and completion of the chemical reactions. Electric furnace feedstock can be prepared by reducing the monolithic mass to a size suitable for smelting in electri... Starting materials: FC(C=1C(=NC=CC1)N1CCC2=C(CC1)C(=NC=N2)O)(F)F (7-(3-trifluoromethyl-pyridin-2-yl)-6,7,8,9-tetrahydro-5H-pyrimido[4,5-d]azepin-4-ol), O=P(Cl)(Cl)Cl (POCl3), CCOC(=O)C (EtOAc). The solvent is CC#N (CH3CN). Reaction conditions: temperature 90 celsius. Yields the product C(C)(C)(C)C1=CC=C(C=C1)NC1=NC=NC=2CCN(CCC21)C2=NC=CC=C2C(F)(F)F ((4-tert-Butyl-phenyl)-[7-(3-trifluoromethyl-pyridin-2-yl)-6,7,8,9-tetrahydro-5H-pyrimido[4,5-d]azepin-4-yl]-amine). The yield is 33.0%. RXN SMILES: [F:1][C:2]([F:22])([F:21])[C:3]1[C:4]([N:9]2[CH2:15][CH2:14][C:13]3[C:16](O)=[N:17][CH:18]=[N:19][C:12]=3[CH2:11][CH2:10]2)=[N:5][CH:6]=[CH:7][CH:8]=1.O=P(Cl)(Cl)Cl.CCO[C:31]([CH3:33])=O>CC#N>[C:3]([C:31]1[CH:33]=[CH:13][C:12]([NH:19][C:16]2[C:13]3[CH2:14][CH2:15][N:9]([C:4]4[C:3]([C:2]([F:22])([F:21])[F:1])=[CH:8][CH:7]=[CH:6][N:5]=4)[CH2:10][CH2:11][C:12]=3[N:19]=[CH:18][N:17]=2)=[CH:11][CH:10]=1)([CH3:4])([CH3:8])[CH3:2]. Procedure: To a solution of 7-(3-trifluoromethyl-pyridin-2-yl)-6,7,8,9-tetrahydro-5H-pyrimido[4,5-d]azepin-4-ol (185 mg, 0.60 mmol) in CH3CN (2 mL) was added POCl3 (0.11 mL, 1.19 mmol). The reaction mixture was heated at 90° C. for 2 h. The mixture was cooled to rt, diluted with EtOAc, and quenched slowly with saturated (satd.) aq. NaHCO3. The combined organic layers were dried (Na2SO4) and concentrated. The crude residue was purified (FCC) to give the title compound (65 mg, 33%). The reactants are C(C1=CC=CC=C1)OC1=CC=C(C=C1)S(=O)(=O)Cl (4-Benzyloxy-benzenesulfonyl chloride), S(O)(O)(=O)=O (sulfuric acid), ice. Reagents/catalysts: [Zn] (Zinc). Reaction conditions: time 1 hour. The product is C(C1=CC=CC=C1)OC1=CC=C(C=C1)S (4-Benzyloxy-benzenethiol). As a reaction SMILES: [CH2:1]([O:8][C:9]1[CH:14]=[CH:13][C:12]([S:15](Cl)(=O)=O)=[CH:11][CH:10]=1)[C:2]1[CH:7]=[CH:6][CH:5]=[CH:4][CH:3]=1.S(=O)(=O)(O)O>[Zn]>[CH2:1]([O:8][C:9]1[CH:10]=[CH:11][C:12]([SH:15])=[CH:13][CH:14]=1)[C:2]1[CH:3]=[CH:4][CH:5]=[CH:6][CH:7]=1. Reported procedure: Zinc dust (13.1 g) was added to a mixture of 4-Benzyloxy-benzenesulfonyl chloride (I) (10 g, 35.2 mmoles), sulfuric acid (26.2 g) and ice (78.6 g) at 0° C. The mixture was warmed to ambient temperature, stirred for 1 hour, refluxed for 2 hours and then cooled to ambient temperature. The mixture was extracted twice with ethyl acetate and the combined organic layers were dried over sodium sulfate, filtered and concentrated in vacuo to yield the title compound. 1H NMR (CDCl3, 400 MHz) δ 5.03 (s, 2H... Reactants: [H][H] (Hydrogen), C(C1=CC=CC=C1)OC([C@H]1N(CCC1)C([C@H]1N(CCC1)S(=O)(=O)C1=CC=CC=C1)=O)=O (N-benzenesulfonyl-L-prolyl-L-proline benzylester), Cl (hydrochloric acid), C([O-])(O)=O.[Na+] (sodium bicarbonate). The reagents and catalysts are [C].[Pd] (palladium-carbon). Solvent: O (water), CO (methanol), O (water). Yields the product C1(=CC=CC=C1)S(=O)(=O)N1[C@H](C(=O)N2[C@H](C(=O)O)CCC2)CCC1 (N-benzenesulfonyl-L-prolyl-L-proline). The yield is 62.5%. As a reaction SMILES: C([O:8][C:9](=[O:31])[C@@H:10]1[CH2:14][CH2:13][CH2:12][N:11]1[C:15](=[O:30])[C@@H:16]1[CH2:20][CH2:19][CH2:18][N:17]1[S:21]([C:24]1[CH:29]=[CH:28][CH:27]=[CH:26][CH:25]=1)(=[O:23])=[O:22])C1C=CC=CC=1.C(=O)(O)[O-].[Na+].[H][H].Cl>CO.[C].[Pd].O>[C:24]1([S:21]([N:17]2[CH2:18][CH2:19][CH2:20][C@H:16]2[C:15]([N:11]2[CH2:12][CH2:13][CH2:14][C@H:10]2[C:9]([OH:31])=[O:8])=[O:30])(=[O:23])=[O:22])[CH:25]=[CH:26][CH:27]=[CH:28][CH:29]=1 |f:1.2,6.7|. Procedure: N-benzenesulfonyl-L-prolyl-L-proline benzylester (2.17 g, 4.9 mmole) was dissolved in methanol (40 ml), and water (5 ml) solution of sodium bicarbonate (0.42 g, 5 mmole) was added thereto. Hydrogen gas was passed through the solution in the presence of 5% palladium-carbon as a catalyst for 3 hours. The catalyst was removed by filtration, and the solution was concentrated under reduced pressure, and the residue thus obtained was dissolved in water (10 ml). 1N aqueous hydrochloric acid (10 ml) was... Reactants: O=C(OCc1ccccc1)N1CCC(CO)CC1, CS(=O)(=O)O, Cc1ccc(S(N)(=O)=O)cc1, [H-], [Na+], O. Yields the product Cc1ccc(S(=O)(=O)NCC2CCN(C(=O)OCc3ccccc3)CC2)cc1. Reaction SMILES: [CH2:19]([c:20]1[cH:21][cH:22][cH:23][cH:24][cH:25]1)[O:26][C:27](=[O:28])[N:29]1[CH2:30][CH2:31][CH:32]([CH2:35][OH:36])[CH2:33][CH2:34]1.[CH3:14][S:15]([OH:16])(=[O:17])=[O:18].[CH3:3][c:4]1[cH:5][cH:6][c:7]([S:10](=[O:11])(=[O:12])[NH2:13])[cH:8][cH:9]1.[H-:1].[Na+:2].[OH2:37]>>[CH3:3][c:4]1[cH:5][cH:6][c:7]([S:10](=[O:11])(=[O:12])[NH:13][CH2:35][CH:32]2[CH2:31][CH2:30][N:29]([C:27]([O:26][CH2:19][c:20]3[cH:21][cH:22][cH:23][cH:24][cH:25]3)=[O:28])[CH2:34][CH2:33]2)[cH:8][cH:9]1. Starting materials: C(C)(C)(C)OC(=O)N1[C@H](CN(CC1)C(=O)C=1C=CC=C2C=CC=NC12)CCOCCC (1-tert-butoxycarbonyl-2(S)-(2-(1-propoxy)ethyl)-4-(8-quinolinylcarbonyl)piperazine), FC(C(=O)O)(F)F (trifluoroacetic acid), FC(C(=O)[O-])(F)F (trifluoroacetate), C(C)(=O)O[BH-](OC(C)=O)OC(C)=O.[Na+] (sodium triacetoxyborohydride), C(C)(C)(C)OC(=O)N[C@H](C=O)CSC(C1=CC=CC=C1)(C1=CC=CC=C1)C1=CC=CC=C1 (2(R)-tert-butoxycarbonylamino-3-triphenylmethylthiopropanal). Solvent: ClCCl (dichloromethane), ClC(C)Cl (dichloroethane). Product: C(C)(C)(C)OC(=O)N[C@H](CN1[C@H](CN(CC1)C(=O)C=1C=CC=C2C=CC=NC12)CCOCCC)CSC(C1=CC=CC=C1)(C1=CC=CC=C1)C1=CC=CC=C1 (1-[2(R)-tert-Butoxycarbonylamino-3-triphenylmethylthiopropyl]-2(S)-(2-(1-propoxy)ethyl)-4-(8-quinolinylcarbonyl)piperazine), gum. Reaction SMILES: C(OC([N:8]1[CH2:13][CH2:12][N:11]([C:14]([C:16]2[CH:17]=[CH:18][CH:19]=[C:20]3[C:25]=2[N:24]=[CH:23][CH:22]=[CH:21]3)=[O:15])[CH2:10][C@@H:9]1[CH2:26][CH2:27][O:28][CH2:29][CH2:30][CH3:31])=O)(C)(C)C.FC(F)(F)C(O)=O.FC(F)(F)C([O-])=O.C(O[BH-](OC(=O)C)OC(=O)C)(=O)C.[Na+].[C:60]([O:64][C:65]([NH:67][C@@H:68]([CH2:71][S:72][C:73]([C:86]1[CH:91]=[CH:90][CH:89]=[CH:88][CH:87]=1)([C:80]1[CH:85]=[CH:84][CH:83]=[CH:82][CH:81]=1)[C:74]1[CH:79]=[CH:78][CH:77]=[CH:76][CH:75]=1)[CH:69]=O)=[O:66])([CH3:63])([CH3:62])[CH3:61]>ClCCl.ClC(Cl)C>[C:60]([O:64][C:65]([NH:67][C@@H:68]([CH2:71][S:72][C:73]([C:74]1[CH:75]=[CH:76][CH:77]=[CH:78][CH:79]=1)([C:86]1[CH:91]=[CH:90][CH:89]=[CH:88][CH:87]=1)[C:80]1[CH:85]=[CH:84][CH:83]=[CH:82][CH:81]=1)[CH2:69][N:8]1[CH2:13][CH2:12][N:11]([C:14]([C:16]2[CH:17]=[CH:18][CH:19]=[C:20]3[C:25]=2[N:24]=[CH:23][CH:22]=[CH:21]3)=[O:15])[CH2:10][C@@H:9]1[CH2:26][CH2:27][O:28][CH2:29][CH2:30][CH3:31])=[O:66])([CH3:63])([CH3:62])[CH3:61] |f:3.4|. Reported procedure: The product of Step B (0.330 g, 0.772 mmol) was first treated with trifluoroacetic acid (10 mL) in dichloromethane (10 mL); the crude trifluoroacetate salt was then reacted with sodium triacetoxyborohydride (0.653 g, 3.09 mmol), 2(R)-tert-butoxycarbonylamino-3-triphenylmethylthiopropanal (0.415 g, 0.927 mmol) in dichloroethane (15 mL) in the presence of crashed molecular sieves following the procedure described in Example 1, Step D. The title compound was obtained as a gum (0.572 g). Reaction SMILES: [Br:1][c:2]1[cH:3][cH:4][c:5](-[c:8]2[o:9][c:10]([CH3:22])[c:11]([CH2:13][CH2:14][N:15]3[CH:16]([CH3:21])[CH2:17][CH2:18][CH2:19][CH2:20]3)[n:12]2)[cH:6][cH:7]1.[C:32](=[O:33])([O-:34])[O-:35].[CH2:38]1[O:39][CH2:40][CH2:41][O:42][CH2:43]1.[Na+:36].[Na+:37].[n:23]1[cH:24][cH:25][c:26]([B:29]([OH:30])[OH:31])[cH:27][cH:28]1>>[c:2]1(-[c:26]2[cH:25][cH:24][n:23][cH:28][cH:27]2)[cH:3][cH:4][c:5](-[c:8]2[o:9][c:10]([CH3:22])[c:11]([CH2:13][CH2:14][N:15]3[CH:16]([CH3:21])[CH2:17][CH2:18][CH2:19][CH2:20]3)[n:12]2)[cH:6][cH:7]1. Yields the product Cc1oc(-c2ccc(-c3ccncc3)cc2)nc1CCN1CCCCC1C. Starting materials: Cc1oc(-c2ccc(Br)cc2)nc1CCN1CCCCC1C, O=C([O-])[O-], C1COCCO1, [Na+], [Na+], OB(O)c1ccncc1. The reactants are BrC1=C(OC2=CC(=CC=C2C1=O)O)C(C)C (3-Bromo-7-hydroxy-2-isopropyl-chromen-4-one), [N+](=O)(O)[O-] (nitric acid). Run in S(O)(O)(=O)=O (sulphuric acid), S(O)(O)(=O)=O (sulphuric acid). Conditions: temperature 0 celsius, time 30 minute. The product is BrC1=C(OC2=C(C(=CC=C2C1=O)O)[N+](=O)[O-])C(C)C (3-Bromo-7-hydroxy-2-isopropyl-8-nitro-chromen-4-one). RXN SMILES: [Br:1][C:2]1[C:11](=[O:12])[C:10]2[C:5](=[CH:6][C:7]([OH:13])=[CH:8][CH:9]=2)[O:4][C:3]=1[CH:14]([CH3:16])[CH3:15].[N+:17]([O-])([OH:19])=[O:18]>S(=O)(=O)(O)O>[Br:1][C:2]1[C:11](=[O:12])[C:10]2[C:5](=[C:6]([N+:17]([O-:19])=[O:18])[C:7]([OH:13])=[CH:8][CH:9]=2)[O:4][C:3]=1[CH:14]([CH3:16])[CH3:15]. Procedure details: 3-Bromo-7-hydroxy-2-isopropyl-chromen-4-one (778 mg, 2.75 mmol) is dissolved in concentrated sulphuric acid (4 ml), and the solution is cooled to 0° C. A solution of fuming nitric acid (189 mg, 3 mmol) in concentrated sulphuric acid (1 ml) is added dropwise. The mixture is stirred at 0° C. for 30 min, poured onto ice, recovered by filtration and dried to give a cream-coloured solid.